This data is from the Open Reaction Database (ORD), a public repository of structured organic reaction records. The task is: describe an organic reaction: reactants, conditions, products, and yield Reactants: ClC=1C=C(C=CC1COC1=C(C=CC=C1)CCNC1C=2C=CC(=NC2CCC1)C(=O)OCC)C1=CC=C(C=C1)C(F)(F)F (Ethyl 5-{[2-(2-{[3-chloro-4′-(trifluoromethyl)biphenyl-4-yl]methoxy}-phenyl)ethyl]amino}-5,6,7,8-tetrahydroquinoline-2-carboxylate), ICCC1=CC=C(C(=O)OC)C=C1 (methyl 4-(2-iodoethyl)benzoate), C([O-])([O-])=O.[Na+].[Na+] (sodium carbonate), ICCC1=CC=C(C(=O)OC)C=C1 (methyl 4-(2-iodoethyl)benzoate), C([O-])([O-])=O.[K+].[K+] (potassium carbonate). Solvent: C(C)#N (acetonitrile). Conditions: temperature 110 celsius, time 8 hour. The product is ClC=1C=C(C=CC1COC1=C(C=CC=C1)CCN(C1C=2C=CC(=NC2CCC1)C(=O)OCC)CCC1=CC=C(C=C1)C(=O)OC)C1=CC=C(C=C1)C(F)(F)F (Ethyl 5-([2-(2-{[3-chloro-4′-(trifluoromethyl)biphenyl-4-yl]methoxy}phenyl)ethyl]{2-[4-(methoxycarbonyl)phenyl]ethyl}amino)-5,6,7,8-tetrahydroquinoline-2-carboxylate). As a reaction SMILES: [Cl:1][C:2]1[CH:3]=[C:4]([C:34]2[CH:39]=[CH:38][C:37]([C:40]([F:43])([F:42])[F:41])=[CH:36][CH:35]=2)[CH:5]=[CH:6][C:7]=1[CH2:8][O:9][C:10]1[CH:15]=[CH:14][CH:13]=[CH:12][C:11]=1[CH2:16][CH2:17][NH:18][CH:19]1[CH2:28][CH2:27][CH2:26][C:25]2[N:24]=[C:23]([C:29]([O:31][CH2:32][CH3:33])=[O:30])[CH:22]=[CH:21][C:20]1=2.I[CH2:45][CH2:46][C:47]1[CH:56]=[CH:55][C:50]([C:51]([O:53][CH3:54])=[O:52])=[CH:49][CH:48]=1.C(=O)([O-])[O-].[Na+].[Na+].C(=O)([O-])[O-].[K+].[K+]>C(#N)C>[Cl:1][C:2]1[CH:3]=[C:4]([C:34]2[CH:35]=[CH:36][C:37]([C:40]([F:43])([F:41])[F:42])=[CH:38][CH:39]=2)[CH:5]=[CH:6][C:7]=1[CH2:8][O:9][C:10]1[CH:15]=[CH:14][CH:13]=[CH:12][C:11]=1[CH2:16][CH2:17][N:18]([CH2:45][CH2:46][C:47]1[CH:56]=[CH:55][C:50]([C:51]([O:53][CH3:54])=[O:52])=[CH:49][CH:48]=1)[CH:19]1[CH2:28][CH2:27][CH2:26][C:25]2[N:24]=[C:23]([C:29]([O:31][CH2:32][CH3:33])=[O:30])[CH:22]=[CH:21][C:20]1=2 |f:2.3.4,5.6.7|. Reported procedure: A suspension of 69 g (111.24 mmol) of ethyl 5-{[2-(2-{[3-chloro-4′-(trifluoromethyl)biphenyl-4-yl]methoxy}-phenyl)ethyl]amino}-5,6,7,8-tetrahydroquinoline-2-carboxylate (Enantiomer 2, Example 86A), 129 g (444.98 mmol) of methyl 4-(2-iodoethyl)benzoate and 17.68 g (166.87 mmol) of anhydrous sodium carbonate in 1500 ml of dry acetonitrile was stirred at a bath temperature of 110° C. overnight. A further 65.54 g of methyl 4-(2-iodoethyl)benzoate and 23.06 g (166.87 mmol) of powdered potassium carbo... Reactants: ClCCl, O=C(O)C1CCC(N2CCCC2=O)CC1, O=S(Cl)Cl. The product is [Cl-], O=C(O)C1CCC(N2CCCC2=O)CC1. As a reaction SMILES: [Cl:20][CH2:21][Cl:22].[N:1]1([CH:7]2[CH2:8][CH2:9][CH:10]([C:13](=[O:14])[OH:15])[CH2:11][CH2:12]2)[C:2](=[O:6])[CH2:3][CH2:4][CH2:5]1.[S:16]([Cl:17])([Cl:18])=[O:19]>>[Cl-:18].[N:1]1([CH:7]2[CH2:8][CH2:9][CH:10]([C:13](=[O:14])[OH:15])[CH2:11][CH2:12]2)[C:2](=[O:6])[CH2:3][CH2:4][CH2:5]1. The reactants are C(C)(C)(C)OC(=O)NC1CCN(CC1)C(=O)OCC1=CC(=CC(=C1)C#N)Cl (3-chloro-5-cyanobenzyl 4-((tert-butoxycarbonyl)amino)piperidine-1-carboxylate), Cl (HCl), Cl (HCl). The solvent is CCOC(=O)C (EtOAc), O1CCOCC1 (Dioxane), O1CCOCC1 (Dioxan). Conditions: time 20 hour. Product: NC1CCN(CC1)C(=O)OCC1=CC(=CC(=C1)C#N)Cl (3-chloro-5-cyanobenzyl 4-aminopiperidine-1-carboxylate), hydrochloride salt. As a reaction SMILES: C(OC([NH:8][CH:9]1[CH2:14][CH2:13][N:12]([C:15]([O:17][CH2:18][C:19]2[CH:24]=[C:23]([C:25]#[N:26])[CH:22]=[C:21]([Cl:27])[CH:20]=2)=[O:16])[CH2:11][CH2:10]1)=O)(C)(C)C.Cl>CCOC(C)=O.O1CCOCC1>[NH2:8][CH:9]1[CH2:14][CH2:13][N:12]([C:15]([O:17][CH2:18][C:19]2[CH:24]=[C:23]([C:25]#[N:26])[CH:22]=[C:21]([Cl:27])[CH:20]=2)=[O:16])[CH2:11][CH2:10]1. Procedure: To a solution of 3-chloro-5-cyanobenzyl 4-((tert-butoxycarbonyl)amino)piperidine-1-carboxylate (1.846 g, 4.69 mmol) in EtOAc (30 ml) at RT under nitrogen was added 4M HCl in Dioxane (11.72 ml, 46.9 mmol) and the suspension stirred for 20 hours. After 3 hours a further 5 ml of 4M HCl in Dioxan was added. The solid was filtered off and dried to afford the title product as the hydrochloride salt; The reactants are NCCN1C(C(=C(C2=NC=C(C=C12)CC1=CC=C(C=C1)F)O)C(=O)NC(CO)(C)C)=O (1-(2-aminoethyl)-7-[(4-fluorophenyl)methyl]-4-hydroxy-N-(2-hydroxy-1,1-dimethylethyl)-2-oxo-1,2-dihydro-1,5-naphthyridine-3-carboxamide), N1(CCOCC1)C(=O)Cl (4-morpholinecarbonyl chloride). Yields the product FC1=CC=C(C=C1)CC1=CN=C2C(=C(C(N(C2=C1)CCNC(=O)N1CCOCC1)=O)C(=O)NC(CO)(C)C)O (7-[(4-fluorophenyl)methyl]-4-hydroxy-N-(2-hydroxy-1,1-dimethylethyl)-1-{2-[(4-morpholinylcarbonyl)amino]ethyl}-2-oxo-1,2-dihydro-1,5-naphthyridine-3-carboxamide). As a reaction SMILES: [NH2:1][CH2:2][CH2:3][N:4]1[C:13]2[C:8](=[N:9][CH:10]=[C:11]([CH2:14][C:15]3[CH:20]=[CH:19][C:18]([F:21])=[CH:17][CH:16]=3)[CH:12]=2)[C:7]([OH:22])=[C:6]([C:23]([NH:25][C:26]([CH3:30])([CH3:29])[CH2:27][OH:28])=[O:24])[C:5]1=[O:31].[N:32]1([C:38](Cl)=[O:39])[CH2:37][CH2:36][O:35][CH2:34][CH2:33]1>>[F:21][C:18]1[CH:17]=[CH:16][C:15]([CH2:14][C:11]2[CH:12]=[C:13]3[C:8]([C:7]([OH:22])=[C:6]([C:23]([NH:25][C:26]([CH3:29])([CH3:30])[CH2:27][OH:28])=[O:24])[C:5](=[O:31])[N:4]3[CH2:3][CH2:2][NH:1][C:38]([N:32]3[CH2:37][CH2:36][O:35][CH2:34][CH2:33]3)=[O:39])=[N:9][CH:10]=2)=[CH:20][CH:19]=1. Procedure: This compound was prepared from 1-(2-aminoethyl)-7-[(4-fluorophenyl)methyl]-4-hydroxy-N-(2-hydroxy-1,1-dimethylethyl)-2-oxo-1,2-dihydro-1,5-naphthyridine-3-carboxamide and 4-morpholinecarbonyl chloride employing methods similar to those described in Example 450 and was obtained as an orange solid: 1H NMR (300 MHz, DMSO-d6) δ ppm 1.36 (s, 6 H), 2.03 (s, 1 H), 3.13-3.20 (m, 4 H), 3.27-3.30 (m, 2 H), 3.48 (dt, J=4.56, 2.35 Hz, 6 H), 4.13 (s, 2 H), 4.27 (t, J=6.04 Hz, 2 H), 5.09-5.15 (m, 1 H), 6.75 ...